Dataset: the Open Reaction Database (ORD), a public repository of structured organic reaction records. Task: describe an organic reaction: reactants, conditions, products, and yield Reactants: C1CCNC1, CCOC(C)=O, O=Cc1cc(-c2cccs2)ccc1F. Product: O=Cc1cc(-c2cccs2)ccc1N1CCCC1. As a reaction SMILES: [CH2:15]1[CH2:16][CH2:17][NH:18][CH2:19]1.[CH3:20][CH2:21][O:22][C:23](=[O:24])[CH3:25].[F:1][c:2]1[c:3]([CH:4]=[O:5])[cH:6][c:7](-[c:10]2[s:11][cH:12][cH:13][cH:14]2)[cH:8][cH:9]1>>[c:2]1([N:18]2[CH2:17][CH2:16][CH2:15][CH2:19]2)[c:3]([CH:4]=[O:5])[cH:6][c:7](-[c:10]2[s:11][cH:12][cH:13][cH:14]2)[cH:8][cH:9]1. The reactants are CC(CC)S(=O)(=O)OCCCC (Butyl 2-butanesulfonate), C[N+]1=CNC=C1 (1-methyl imidazolium). Yields the product CC(CC)S(=O)(=O)[O-].C(CCC)[N+]1=CN(C=C1)C (1-butyl-3-methyl imidazolium 2-butanesulfonate). Yield: 79.8%. As a reaction SMILES: [CH3:1][CH:2]([S:5]([O:8][CH2:9][CH2:10][CH2:11][CH3:12])(=[O:7])=[O:6])[CH2:3][CH3:4].[CH3:13][N+:14]1[CH:18]=[CH:17][NH:16][CH:15]=1>>[CH3:1][CH:2]([S:5]([O-:8])(=[O:7])=[O:6])[CH2:3][CH3:4].[CH2:9]([N+:16]1[CH:17]=[CH:18][N:14]([CH3:13])[CH:15]=1)[CH2:10][CH2:11][CH3:12] |f:2.3|. Procedure details: Butyl 2-butanesulfonate (24.88 g; 154 mmol) was mixed with 1-methyl imidazolium (12.30 g; 150 mmol) and the reaction mixture was allowed to stand at room temperature (25° C.) for 60 hours. After this period of time, the yellow reaction mixture became solidified. The crystalline mass was crushed, washed two times with ethyl acetate and dried under vacuum, which produced colorless crystals of 1-butyl-3-methyl imidazolium 2-butanesulfonate (33.10 g, 80% yield), melting point 76.1° C. RMN—1H (CDCl3)... Starting materials: C1CCOC1, CSc1ccc(N2CCc3c(Cl)ncnc32)nc1, [H-], [Na+], CC(C)OC(=O)N1CCC(O)CC1. Product: CSc1ccc(N2CCc3c(OC4CCN(C(=O)OC(C)C)CC4)ncnc32)nc1. Reaction SMILES: [CH2:34]1[O:35][CH2:36][CH2:37][CH2:38]1.[Cl:1][c:2]1[c:3]2[c:4]([n:5][cH:6][n:7]1)[N:8]([c:11]1[n:12][cH:13][c:14]([S:17][CH3:18])[cH:15][cH:16]1)[CH2:9][CH2:10]2.[H-:33].[Na+:32].[OH:19][CH:20]1[CH2:21][CH2:22][N:23]([C:26](=[O:27])[O:28][CH:29]([CH3:30])[CH3:31])[CH2:24][CH2:25]1>>[c:2]1([O:19][CH:20]2[CH2:21][CH2:22][N:23]([C:26](=[O:27])[O:28][CH:29]([CH3:30])[CH3:31])[CH2:24][CH2:25]2)[c:3]2[c:4]([n:5][cH:6][n:7]1)[N:8]([c:11]1[n:12][cH:13][c:14]([S:17][CH3:18])[cH:15][cH:16]1)[CH2:9][CH2:10]2. The reactants are CC(C)(C)OC(=O)N1C(=O)C(C)(C)CC1CO[Si](C)(C)C(C)(C)C, C1CCOC1, [Li+], [OH-], O. RXN SMILES: [C:1]([CH3:2])([CH3:3])([CH3:4])[Si:5]([O:6][CH2:7][CH:8]1[CH2:9][C:10]([CH3:21])([CH3:22])[C:11](=[O:20])[N:12]1[C:13](=[O:14])[O:15][C:16]([CH3:17])([CH3:18])[CH3:19])([CH3:23])[CH3:24].[CH2:27]1[O:28][CH2:29][CH2:30][CH2:31]1.[Li+:26].[OH-:25].[OH2:32]>>[C:1]([CH3:2])([CH3:3])([CH3:4])[Si:5]([O:6][CH2:7][CH:8]([CH2:9][C:10]([C:11]([OH:20])=[O:25])([CH3:21])[CH3:22])[NH:12][C:13](=[O:14])[O:15][C:16]([CH3:17])([CH3:18])[CH3:19])([CH3:23])[CH3:24]. Product: CC(C)(C)OC(=O)NC(CO[Si](C)(C)C(C)(C)C)CC(C)(C)C(=O)O. Reactants: ClC1=CC=C(C=C1)C1=NCC2=C(C3=C1C(NC=C3)=O)C(=NO2)C (6-(4-Chlorophenyl)-1-methyl-4H-isoxazolo[4,5-e]pyrido[3,4-c]azepin-7(8H)-one), C(#N)C1=CC=C(C=C1)B(O)O (4-cyanophenylboronic acid). Reagents/catalysts: C(C)(=O)[O-].[Cu+2].C(C)(=O)[O-] (copper(II) acetate). Solvent: N1=CC=CC=C1 (pyridine). Conditions: temperature 40 celsius. Product: ClC1=CC=C(C=C1)C=1C2=C(C3=C(CN1)ON=C3C)C=CN(C2=O)C2=CC=C(C#N)C=C2 (4-(6-(4-chlorophenyl)-1-methyl-7-oxo-4H-isoxazolo[5,4-c]pyrido[4,3-e]azepin-8(7H)-yl)benzonitrile). The yield is 82.1%. Reaction SMILES: [Cl:1][C:2]1[CH:7]=[CH:6][C:5]([C:8]2[C:14]3[C:15](=[O:19])[NH:16][CH:17]=[CH:18][C:13]=3[C:12]3[C:20]([CH3:23])=[N:21][O:22][C:11]=3[CH2:10][N:9]=2)=[CH:4][CH:3]=1.[C:24]([C:26]1[CH:31]=[CH:30][C:29](B(O)O)=[CH:28][CH:27]=1)#[N:25]>C([O-])(=O)C.[Cu+2].C([O-])(=O)C.N1C=CC=CC=1>[Cl:1][C:2]1[CH:7]=[CH:6][C:5]([C:8]2[C:14]3[C:15](=[O:19])[N:16]([C:29]4[CH:30]=[CH:31][C:26]([C:24]#[N:25])=[CH:27][CH:28]=4)[CH:17]=[CH:18][C:13]=3[C:12]3[C:20]([CH3:23])=[N:21][O:22][C:11]=3[CH2:10][N:9]=2)=[CH:4][CH:3]=1 |f:2.3.4|. Procedure details: 6-(4-Chlorophenyl)-1-methyl-4H-isoxazolo[4,5-e]pyrido[3,4-c]azepin-7(8H)-one (0.025 g, 0.077 mmol), 4-cyanophenylboronic acid (0.023 g, 0.153 mmol), copper(II) acetate (0.035 g, 0.192 mmol) and pyridine (1 mL) were charged into a vial equipped with a stir bar. The reaction was heated to 40° C. for 3 h in an open vial (to allow contact with air) before silica gel was added. Then the pyridine was removed under vacuum. The dry silica gel was packed and the adsorbed product was purified by flash chr... Reactants: C(C)/C(/C=O)=C\C[C@@H]1C(C(=CC1)C)(C)C ((E)-(R)-2-ethyl-4-(2,2,3-trimethylcyclopent-3-en-1-yl)-2-buten-1-al), CC1=CC[C@H]2C[C@@H]1C2(C)C ((1S,5S)-α-pinene). Product: C(C)/C(/CO)=C\C[C@@H]1C(C(=CC1)C)(C)C ((E)-(R)-2-Ethyl-4-(2,2,3-trimethylcyclopent-3-en-1-yl)-2-buten-1-ol). Reaction SMILES: [CH2:1](/[C:3](=[CH:6]\[CH2:7][C@H:8]1[CH2:12][CH:11]=[C:10]([CH3:13])[C:9]1([CH3:15])[CH3:14])/[CH:4]=[O:5])[CH3:2].CC1[C@H]2C(C)(C)[C@H](C2)CC=1>>[CH2:1](/[C:3](=[CH:6]\[CH2:7][C@H:8]1[CH2:12][CH:11]=[C:10]([CH3:13])[C:9]1([CH3:14])[CH3:15])/[CH2:4][OH:5])[CH3:2]. Reported procedure: In the same manner as in Example 2, the title compound was prepared by hydrogenating (E)-(R)-2-ethyl-4-(2,2,3-trimethylcyclopent-3-en-1-yl)-2-buten-1-al which was synthesized from (1S,5S)-α-pinene having an optical purity varying from 50% e.e. to 92% e.e. Reactants: O=C1NN=C2N1C1=C(C(=NC2)C2=C(C=CC=C2)Cl)N=C(C=C1)Cl (1-keto-6-(o-chlorophenyl)-8-chloro-1,2-dihydro-4H-s-triazolo-(4,3-a)-pyrido-(2,3-f)-(1,4)-diazepine), CNC (dimethylamine). Run in C(C)O (ethanol). The product is O=C1NN=C2N1C1=C(C(=NC2)C2=C(C=CC=C2)Cl)N=C(C=C1)N(C)C (1-keto-6-(o-chlorophenyl)-8-dimethylamino-1,2-dihydro-4H-s-triazolo-(4,3-a)-pyrido-(2,3-f)-(1,4)-diazepine). Reaction SMILES: [O:1]=[C:2]1[N:6]2[C:7]3[CH:22]=[CH:21][C:20](Cl)=[N:19][C:8]=3[C:9]([C:12]3[CH:17]=[CH:16][CH:15]=[CH:14][C:13]=3[Cl:18])=[N:10][CH2:11][C:5]2=[N:4][NH:3]1.[CH3:24][NH:25][CH3:26]>C(O)C>[O:1]=[C:2]1[N:6]2[C:7]3[CH:22]=[CH:21][C:20]([N:25]([CH3:26])[CH3:24])=[N:19][C:8]=3[C:9]([C:12]3[CH:17]=[CH:16][CH:15]=[CH:14][C:13]=3[Cl:18])=[N:10][CH2:11][C:5]2=[N:4][NH:3]1. Procedure: A mixture of 19 grams of 1-keto-6-(o-chlorophenyl)-8-chloro-1,2-dihydro-4H-s-triazolo-(4,3-a)-pyrido-(2,3-f)-(1,4)-diazepine, 80 grams of dimethylamine and 500 ml. of ethanol were heated in the autoclave for 8 hours at 100°-110° C. The solution was evaporated to dryness, the residue stirred with water, filtered off with suction and washed several times with water. Then it was recrystallized from methanol. Yield 8 grams; M.P. 244°-246° C. The reactants are C(C)(C)(C)OC(N(C)CCCC1=NC2=C(N1)C=CC=C2N)=O ([3-(4-amino-1H-benzoimidazol-2-yl)-propyl]-methyl-carbamic acid tert-butyl ester), C(C)(=O)OC(C)=O (acetic anhydride). Product: C(C)(C)(C)OC(N(C)CCCC1=NC2=C(N1)C=CC=C2NC(C)=O)=O ([3-(4-acetylamino-1H-benzoimidazol-2-yl)-propyl]-methyl-carbamic acid tert-butyl ester). Reaction SMILES: [C:1]([O:5][C:6](=[O:22])[N:7]([CH2:9][CH2:10][CH2:11][C:12]1[NH:16][C:15]2[CH:17]=[CH:18][CH:19]=[C:20]([NH2:21])[C:14]=2[N:13]=1)[CH3:8])([CH3:4])([CH3:3])[CH3:2].[C:23](OC(=O)C)(=[O:25])[CH3:24]>>[C:1]([O:5][C:6](=[O:22])[N:7]([CH2:9][CH2:10][CH2:11][C:12]1[NH:16][C:15]2[CH:17]=[CH:18][CH:19]=[C:20]([NH:21][C:23](=[O:25])[CH3:24])[C:14]=2[N:13]=1)[CH3:8])([CH3:4])([CH3:2])[CH3:3]. Reported procedure: A solution of 3.66 g of [3-(4-amino-1H-benzoimidazol-2-yl)-propyl]-methyl-carbamic acid tert-butyl ester in 40 mL of acetic anhydride was refluxed for 2 h. The excess of acetic anhydride was evaporated off and the residue was treated with 16 mL of EtOH and IM-NaOH until pH 10 then extracted with EtOAc. The organic phase was dried over anh. Na2SO4 and concentrated in vacuo. Purification by CC using EtOAc/MeOH 100/1 to 90/1 yielded 1.86 g of [3-(4-acetylamino-1H-benzoimidazol-2-yl)-propyl]-methyl-... Reactants: C(C)(C)(C)OC(=O)N1C2C(C3=CC(=CC=C3CC21)OC(=O)OC(C)(C)C)(CC)CC (5-tert-Butoxycarbonyloxy-7,7-diethyl-1a,2,7,7a-tetrahydro 1-aza-cyclopropa[b]naphthalene-1-carboxylic acid tert-butyl ester), FC(S(=O)(=O)[O-])(F)F.[Yb+3].FC(S(=O)(=O)[O-])(F)F.FC(S(=O)(=O)[O-])(F)F (Ytterbium trifluoromethanesulfonate), C([O-])(O)=O.[Na+] (sodium bicarbonate). The solvent is C(Cl)(Cl)Cl (chloroform). Reaction conditions: time 8 hour. The product is C(C)(C)(C)OC(OC1=CC=2C([C@H]([C@@H](CC2C=C1)OCC)NC(=O)OC(C)(C)C)(CC)CC)=O (Carbonic Acid 7-tert-butoxycarbonylamino-trans-6-ethoxy-8,8-diethyl-5,6,7,8-tetrahydro-naphthalen-2-yl ester tert-butyl ester). As a reaction SMILES: [C:1]([O:5][C:6]([N:8]1[CH:18]2[CH:9]1[C:10]([CH2:29][CH3:30])([CH2:27][CH3:28])[C:11]1[C:16]([CH2:17]2)=[CH:15][CH:14]=[C:13]([O:19][C:20]([O:22][C:23]([CH3:26])([CH3:25])[CH3:24])=[O:21])[CH:12]=1)=[O:7])([CH3:4])([CH3:3])[CH3:2].FC(F)(F)S([O-])(=O)=O.[Yb+3].FC(F)(F)S([O-])(=O)=O.F[C:49](F)(F)S([O-])(=O)=O.[C:56](=[O:59])(O)[O-].[Na+]>C(Cl)(Cl)Cl>[C:23]([O:22][C:20](=[O:21])[O:19][C:13]1[CH:14]=[CH:15][C:16]2[CH2:17][C@@H:18]([O:59][CH2:56][CH3:49])[C@H:9]([NH:8][C:6]([O:5][C:1]([CH3:2])([CH3:4])[CH3:3])=[O:7])[C:10]([CH2:29][CH3:30])([CH2:27][CH3:28])[C:11]=2[CH:12]=1)([CH3:26])([CH3:24])[CH3:25] |f:1.2.3.4,5.6|. Procedure: 5-tert-Butoxycarbonyloxy-7,7-diethyl-1a,2,7,7a-tetrahydro 1-aza-cyclopropa[b]naphthalene-1-carboxylic acid tert-butyl ester (346.0 mg; 0.83 mmol) placed under Nitrogen was dissolved using anhydrous chloroform (15.0 mL) followed by 0.5 equivalents of Ytterbium trifluoromethanesulfonate (257.0 mg; 0.42 mmol) were then added. The reaction mixture was allowed to stir at room temperature overnight. The next day, it was poured into an aqueous solution of sodium bicarbonate and extracted using dichloro...